This data is from the Open Reaction Database (ORD), a public repository of structured organic reaction records. The task is: describe an organic reaction: reactants, conditions, products, and yield Reactants: ClC=1C=CC2=C(C(CC3=C(S2)C=CC(=C3)C)=O)C1 (8-chloro-2-methyl-dibenzo[b,f]thiepin-10(11H)one), N1(CCNCC1)CCN1C(OCC1)=O (3-[2-(1-piperazinyl)ethyl]-2-oxazolidinone), C([O-])(O)=O.[Na+] (sodium bicarbonate). The reagents and catalysts are [Ti](Cl)(Cl)(Cl)Cl (titanium tetrachloride). Solvent: C1=CC=CC=C1 (benzene), C1=CC=CC=C1 (benzene). Reaction conditions: temperature 40 celsius, time 30 minute. Product: ClC=1C=CC2=C(C(=CC3=C(S2)C=CC(=C3)C)N3CCN(CC3)CCN3C(OCC3)=O)C1 (3-[2-[4-(8-chloro-2-methyl-dibenzo[b,f]thiepin-10-yl)-1-piperazinyl]-ethyl]-2-oxazolidinone). RXN SMILES: [Cl:1][C:2]1[CH:3]=[CH:4][C:5]2[S:11][C:10]3[CH:12]=[CH:13][C:14]([CH3:16])=[CH:15][C:9]=3[CH2:8][C:7](=O)[C:6]=2[CH:18]=1.[N:19]1([CH2:25][CH2:26][N:27]2[CH2:31][CH2:30][O:29][C:28]2=[O:32])[CH2:24][CH2:23][NH:22][CH2:21][CH2:20]1.C(=O)(O)[O-].[Na+]>[Ti](Cl)(Cl)(Cl)Cl.C1C=CC=CC=1>[Cl:1][C:2]1[CH:3]=[CH:4][C:5]2[S:11][C:10]3[CH:12]=[CH:13][C:14]([CH3:16])=[CH:15][C:9]=3[CH:8]=[C:7]([N:22]3[CH2:23][CH2:24][N:19]([CH2:25][CH2:26][N:27]4[CH2:31][CH2:30][O:29][C:28]4=[O:32])[CH2:20][CH2:21]3)[C:6]=2[CH:18]=1 |f:2.3|. Reported procedure: 27.4 G. of 8-chloro-2-methyl-dibenzo[b,f]thiepin-10(11H)one, 400 ml. of absolute benzene and 40 g. of 3-[2-(1-piperazinyl)ethyl]-2-oxazolidinone are stirred under an atmosphere of argon at 20° C. To the mixture, there are added dropwise over a period of 60 minutes, 9.3 ml. of titanium tetrachloride in 200 ml. of absolute benzene. The mixture is subsequently heated at reflux for 3.5 hours and, after cooling to about 40° C., poured on to a saturated, aqueous sodium bicarbonate solution and stirred...